From a dataset of the Open Reaction Database (ORD), a public repository of structured organic reaction records. describe an organic reaction: reactants, conditions, products, and yield The reactants are CSc1nccc(-c2n[nH]c3nc(NC4CCN(C(=O)OC(C)(C)C)CC4)ncc23)n1, CO, ClCCl, O=C(OO)c1cccc(Cl)c1. Product: CS(=O)c1nccc(-c2n[nH]c3nc(NC4CCN(C(=O)OC(C)(C)C)CC4)ncc23)n1. Reaction SMILES: [C:12]([CH3:13])([CH3:14])([CH3:15])[O:16][C:17](=[O:18])[N:19]1[CH2:20][CH2:21][CH:22]([NH:25][c:26]2[n:27][cH:28][c:29]3[c:30]([n:31]2)[nH:32][n:33][c:34]3-[c:35]2[n:36][c:37]([S:41][CH3:42])[n:38][cH:39][cH:40]2)[CH2:23][CH2:24]1.[CH3:46][OH:47].[Cl:43][CH2:44][Cl:45].[OH:1][O:2][C:3]([c:4]1[cH:5][c:6]([Cl:7])[cH:8][cH:9][cH:10]1)=[O:11]>>[O:1]=[S:41]([c:37]1[n:36][c:35](-[c:34]2[c:29]3[cH:28][n:27][c:26]([NH:25][CH:22]4[CH2:21][CH2:20][N:19]([C:17]([O:16][C:12]([CH3:13])([CH3:14])[CH3:15])=[O:18])[CH2:24][CH2:23]4)[n:31][c:30]3[nH:32][n:33]2)[cH:40][cH:39][n:38]1)[CH3:42]. Starting materials: OC1=C(N(S(C2=C1C=C(C=C2)C)(=O)=O)C)C(=O)OC (methyl 4-hydroxy-2,6-dimethyl-2H-1,2-benzothiazine-3-carboxylate-1,1-dioxide), NC=1SC(=CN1)C (2-amino-5-methyl-thiazole). Solvent: C=1(C(=CC=CC1)C)C (xylene). The product is CN1S(C2=C(C(=C1C(=O)NC=1SC(=CN1)C)O)C=C(C=C2)C)(=O)=O (2,6-Dimethyl-4-hydroxy-N-(5-methyl-2-thiazolyl)-2H-1,2-benzothiazine-3-carboxamide-1,1-dioxide). Reaction SMILES: [OH:1][C:2]1[C:7]2[CH:8]=[C:9]([CH3:12])[CH:10]=[CH:11][C:6]=2[S:5](=[O:14])(=[O:13])[N:4]([CH3:15])[C:3]=1[C:16]([O:18]C)=O.[NH2:20][C:21]1[S:22][C:23]([CH3:26])=[CH:24][N:25]=1>C1(C)C(C)=CC=CC=1>[CH3:15][N:4]1[C:3]([C:16]([NH:20][C:21]2[S:22][C:23]([CH3:26])=[CH:24][N:25]=2)=[O:18])=[C:2]([OH:1])[C:7]2[CH:8]=[C:9]([CH3:12])[CH:10]=[CH:11][C:6]=2[S:5]1(=[O:13])=[O:14]. Procedure details: 4.0 gm (14 millimols) of methyl 4-hydroxy-2,6-dimethyl-2H-1,2-benzothiazine-3-carboxylate-1,1-dioxide and 2.0 gm (17 millimols) of 2-amino-5-methyl-thiazole were refluxed in 200 ml of anhydrous xylene for 24 hours. After cooling, the crystals which had separated out were filtered off. After recrystallization from ethylene chloride 3.6 gm (70% of theory) of 2,6-dimethyl-4-hydroxy-N-(5-methyl-2-thiazolyl)-2H-1,2-benzothiazine-3carboxamide-1,1-dioxide were obtained. Reactants: CCOCC, CC1(CCCC(=O)O)OCCO1, [Li]C, [Li], C1CCOC1. Yields the product CC(=O)CCCC1(C)OCCO1. Reaction SMILES: [CH2:21]([O:22][CH2:23][CH3:24])[CH3:25].[CH3:2][C:3]1([CH2:8][CH2:9][CH2:10][C:11](=[O:12])[OH:13])[O:4][CH2:5][CH2:6][O:7]1.[Li:19][CH3:20].[Li:1].[O:14]1[CH2:15][CH2:18][CH2:17][CH2:16]1>>[CH3:2][C:3]1([CH2:8][CH2:9][CH2:10][C:11](=[O:13])[CH3:15])[O:4][CH2:5][CH2:6][O:7]1. Starting materials: CCN=C=NCCCN(C)C, CN(C)C=O, CCOC(C)=O, CCN(C(C)C)C(C)C, Cl, Cc1nc(-c2cn(CC(F)(F)c3ccccc3)nn2)sc1C(=O)O, NCc1cccnc1, On1nnc2ccccc21. Product: Cc1nc(-c2cn(CC(F)(F)c3ccccc3)nn2)sc1C(=O)NCc1cccnc1. Reaction SMILES: [CH3:26][N:27]([CH3:28])[CH2:29][CH2:30][CH2:31][N:32]=[C:33]=[N:34][CH2:35][CH3:36].[CH3:64][N:65]([CH3:66])[CH:67]=[O:68].[CH3:69][CH2:70][O:71][C:72](=[O:73])[CH3:74].[CH:37]([N:38]([CH2:39][CH3:40])[CH:41]([CH3:42])[CH3:43])([CH3:44])[CH3:45].[ClH:25].[F:1][C:2]([CH2:3][n:4]1[n:5][n:6][c:7](-[c:9]2[s:10][c:11]([C:15](=[O:16])[OH:17])[c:12]([CH3:14])[n:13]2)[cH:8]1)([c:18]1[cH:19][cH:20][cH:21][cH:22][cH:23]1)[F:24].[NH2:56][CH2:57][c:58]1[cH:59][n:60][cH:61][cH:62][cH:63]1.[OH:46][n:47]1[c:48]2[cH:49][cH:50][cH:51][cH:52][c:53]2[n:54][n:55]1>>[F:1][C:2]([CH2:3][n:4]1[n:5][n:6][c:7](-[c:9]2[s:10][c:11]([C:15](=[O:16])[NH:56][CH2:57][c:58]3[cH:59][n:60][cH:61][cH:62][cH:63]3)[c:12]([CH3:14])[n:13]2)[cH:8]1)([c:18]1[cH:19][cH:20][cH:21][cH:22][cH:23]1)[F:24]. Starting materials: O (water), O (water), [I-].[Na+] (sodium iodide), C(=O)NC(CC(CCC(=O)OCC)=C)(C(=O)OCC)C(=O)OCC (Triethyl 1-(formylamino)-3-methylene-1,1,5-pentane tricarboxylate). Reagents/catalysts: [Zn] (zinc). Run in C(OC)COC (dimethoxyethane). Conditions: time 2 hour. The product is C(=O)NC(C=CCCC(=O)OCC)(C(=O)OCC)C(=O)OCC (Triethyl 1-(formylamino)-2-penten-1,1,5-tricarboxylate). Yield: 69.5%. As a reaction SMILES: [I-].[Na+].[CH:3]([NH:5][C:6]([C:22]([O:24][CH2:25][CH3:26])=[O:23])([C:17]([O:19][CH2:20][CH3:21])=[O:18])[CH2:7][C:8](=C)[CH2:9][CH2:10][C:11]([O:13][CH2:14][CH3:15])=[O:12])=[O:4].O>C(COC)OC.[Zn]>[CH:3]([NH:5][C:6]([C:22]([O:24][CH2:25][CH3:26])=[O:23])([C:17]([O:19][CH2:20][CH3:21])=[O:18])[CH:7]=[CH:8][CH2:9][CH2:10][C:11]([O:13][CH2:14][CH3:15])=[O:12])=[O:4] |f:0.1|. Reported procedure: 4.2 g of sodium iodide and 3.7 g of zinc were added to a solution of 2.4 g of the product A of Step C of Example 1 and the reaction medium in dimethoxyethane was refluxed in the presence of water with stirring for 2 hours. 50 ml of water were added and after filtration, extraction was carried out with methylene chloride. The extracts were dried and evaporated to dryness under reduced pressure to obtain 2.3 g of crude product which was chromatographed on silica. Elution with a cyclohexane ethyl a... Reactants: C([O-])([O-])=O.[K+].[K+] (potassium carbonate), CI (methyl iodide), ClC1=CC=C(C=C1)CCC(C(=O)O)(CN1N=CN=C1)C1=CC=CC=C1 (4-(4-chlorophenyl)-2-phenyl-2-[(1,2,4-triazol-1-yl)-methyl]-butanoic acid). The solvent is C(C)C(=O)C (methyl ethyl ketone), C(C)C(=O)C (methyl ethyl ketone), CN(C=O)C (dimethyl formamide). The product is ClC1=CC=C(C=C1)CCC(C(=O)OC)(CN1N=CN=C1)C1=CC=CC=C1 (Methyl 4-(4-chlorophenyl)-2-phenyl-2-[(1,2,4-triazol-1-yl)methyl]-butyrate). Yield: 96.3%. RXN SMILES: [C:1](=O)([O-])[O-].[K+].[K+].[Cl:7][C:8]1[CH:13]=[CH:12][C:11]([CH2:14][CH2:15][C:16]([C:26]2[CH:31]=[CH:30][CH:29]=[CH:28][CH:27]=2)([CH2:20][N:21]2[CH:25]=[N:24][CH:23]=[N:22]2)[C:17]([OH:19])=[O:18])=[CH:10][CH:9]=1.CI>CN(C)C=O.C(C(C)=O)C>[Cl:7][C:8]1[CH:13]=[CH:12][C:11]([CH2:14][CH2:15][C:16]([C:26]2[CH:27]=[CH:28][CH:29]=[CH:30][CH:31]=2)([CH2:20][N:21]2[CH:25]=[N:24][CH:23]=[N:22]2)[C:17]([O:19][CH3:1])=[O:18])=[CH:10][CH:9]=1 |f:0.1.2|. Procedure: To a 3 liter flask stirring under nitrogen was charged 276 g (2.0 mole) of potassium carbonate and 1000 mL of methyl ethyl ketone. The mixture was stirred for 10 minutes, then a cloudy solution of 356 g (1.0 moles) of 4-(4-chlorophenyl)-2-phenyl-2-[(1,2,4-triazol-1-yl)-methyl]-butanoic acid in 2000 mL of dimethyl formamide was charged and stirred at room temperature for 30 minutes. To the mixture was added 284 g (2.0 moles) of methyl iodide in 125 mL of methyl ethyl ketone over 1 hour. The react... Reactants: F[B-](F)(F)F.C(C)(C)(C)[PH+](C(C)(C)C)C(C)(C)C (tri-tert-butylphosphonium tetrafluoroborate), C[Si](CCOC(=O)C1CC(CCC1)=C)(C)C (3-methylene-cyclohexanecarboxylic acid 2-trimethylsilanyl-ethyl ester), BrC1=CC(=CC=C1)C(C)(C)C (1-bromo-3-tert-butyl-benzene), solution, C(CCC)[Li] (n-butyllithium), C1(CCCCC1)NC1CCCCC1 (dicyclohexylamine). Reagents/catalysts: C1=CC=C(C=C1)/C=C/C(=O)/C=C/C2=CC=CC=C2.C1=CC=C(C=C1)/C=C/C(=O)/C=C/C2=CC=CC=C2.C1=CC=C(C=C1)/C=C/C(=O)/C=C/C2=CC=CC=C2.C(Cl)(Cl)Cl.[Pd].[Pd] (tris(dibenzylideneacetone)dipalladium(0)-chloroform adduct). Solvent: C(C)(=O)OCC (ethyl acetate), C1(=CC=CC=C1)C (toluene). Conditions: time 5 minute. Yields the product C[Si](CCOC(=O)C1(CC(CCC1)=C)C1=CC(=CC=C1)C(C)(C)C)(C)C (1-(3-tert-butyl-phenyl)-3-methylene-cyclohexanecarboxylic acid 2-trimethylsilanyl-ethyl ester). Yield: 80.3%. RXN SMILES: C([Li])CCC.C1(NC2CCCCC2)CCCCC1.[CH3:19][Si:20]([CH3:34])([CH3:33])[CH2:21][CH2:22][O:23][C:24]([CH:26]1[CH2:31][CH2:30][CH2:29][C:28](=[CH2:32])[CH2:27]1)=[O:25].Br[C:36]1[CH:41]=[CH:40][CH:39]=[C:38]([C:42]([CH3:45])([CH3:44])[CH3:43])[CH:37]=1.F[B-](F)(F)F.C([PH+](C(C)(C)C)C(C)(C)C)(C)(C)C>C1(C)C=CC=CC=1.C1C=CC(/C=C/C(/C=C/C2C=CC=CC=2)=O)=CC=1.C1C=CC(/C=C/C(/C=C/C2C=CC=CC=2)=O)=CC=1.C1C=CC(/C=C/C(/C=C/C2C=CC=CC=2)=O)=CC=1.C(Cl)(Cl)Cl.[Pd].[Pd].C(OCC)(=O)C>[CH3:19][Si:20]([CH3:33])([CH3:34])[CH2:21][CH2:22][O:23][C:24]([C:26]1([C:36]2[CH:41]=[CH:40][CH:39]=[C:38]([C:42]([CH3:45])([CH3:44])[CH3:43])[CH:37]=2)[CH2:31][CH2:30][CH2:29][C:28](=[CH2:32])[CH2:27]1)=[O:25] |f:4.5,7.8.9.10.11.12|. Reported procedure: A 1.6 M solution of n-butyllithium (12.0 mL, 19.2 mmol) was added to a solution of dicyclohexylamine (3.7 mL, 18.6 mmol) in toluene (40 mL). After stirring for 5 min, 3-methylene-cyclohexanecarboxylic acid 2-trimethylsilanyl-ethyl ester (3.45 g, 14.4 mmol) was added. After stirring for 30 min, 1-bromo-3-tert-butyl-benzene (3.16 g, 14.8 mmol) was added followed by the simultaneous addition of tri-tert-butylphosphonium tetrafluoroborate (220 mg, 758 mmol) and tris(dibenzylideneacetone)dipalladium(... Reactants: C(C)(=O)CC(C)=O (acetylacetone), solution, [F-].C(CCC)[N+](CCCC)(CCCC)CCCC (tetrabutylammonium fluoride), solution, [F-].C(CCC)[N+](CCCC)(CCCC)CCCC (tetrabutylammonium fluoride), BrCC1=C(C=CC=2C(COC21)=O)OC (7-(bromomethyl)-6-methoxybenzofuran-3(2H)-one). The solvent is C1CCOC1 (THF), O (water), C1CCOC1 (THF), C1CCOC1 (THF), C1CCOC1 (THF). Run at time 10 minute. Yields the product COC1=C(C2=C(C(CO2)=O)C=C1)CC(C(C)=O)C(C)=O (3[(6-methoxy-3-oxo-2,3-dihydrobenzofuran-7-yl)methyl]pentane-2,4-dione). The yield is 19.3%. Reaction SMILES: [C:1]([CH2:4][C:5](=[O:7])[CH3:6])(=[O:3])[CH3:2].[F-].C([N+](CCCC)(CCCC)CCCC)CCC.Br[CH2:27][C:28]1[C:36]2[O:35][CH2:34][C:33](=[O:37])[C:32]=2[CH:31]=[CH:30][C:29]=1[O:38][CH3:39]>C1COCC1.O>[CH3:39][O:38][C:29]1[CH:30]=[CH:31][C:32]2[C:33](=[O:37])[CH2:34][O:35][C:36]=2[C:28]=1[CH2:27][CH:4]([C:5](=[O:7])[CH3:6])[C:1](=[O:3])[CH3:2] |f:1.2|. Reported procedure: A solution of acetylacetone (0.100 g, 1.00 mmol) in THF (2.5 mL) was added with a 1 M solution of tetrabutylammonium fluoride in THF (1.00 mL, 1.00 mmol) and water (1 mL), and the mixture was stirred at room temperature for 10 minutes. The reaction mixture was added with a solution of 7-(bromomethyl)-6-methoxybenzofuran-3(2H)-one (0.257 g, 1.00 mmol) in THF (2 mL), and the mixture was stirred at room temperature for 16 hours. The reaction mixture was added with a 1 M solution of tetrabutylammoni... RXN SMILES: [CH3:27][c:28]1[cH:29][cH:30][cH:31][cH:32][cH:33]1.[c:16]1([CH3:17])[cH:18][cH:19][c:20]([S:21]([OH:22])(=[O:23])=[O:24])[cH:25][cH:26]1.[s:1]1[c:2](-[c:6]2[c:7]3[c:11]([cH:12][cH:13][cH:14]2)[CH:10]([OH:15])[CH2:9][CH2:8]3)[cH:3][cH:4][cH:5]1>>[s:1]1[c:2](-[c:6]2[c:7]3[c:11]([cH:12][cH:13][cH:14]2)[CH:10]=[CH:9][CH2:8]3)[cH:3][cH:4][cH:5]1. Reactants: Cc1ccccc1, Cc1ccc(S(=O)(=O)O)cc1, OC1CCc2c(-c3cccs3)cccc21. Product: C1=Cc2cccc(-c3cccs3)c2C1.